From a dataset of the Open Reaction Database (ORD), a public repository of structured organic reaction records. describe an organic reaction: reactants, conditions, products, and yield Starting materials: C(#N)C=1C(=NC(=NC1)C1=CC=C(C=C1)OCCC)O (5-cyano-4-hydroxy-2-(4-n-propoxyphenyl)-pyrimidine), P(=O)(Cl)(Cl)Cl (phosphorus oxychloride), [OH-].[Na+] (sodium hydroxide), Cl.C(CC)OC1=CC=C(C(=N)N)C=C1 (p-n-propoxybenzamidine hydrochloride), C(C)OC(C(C#N)=COCC)=O (α-ethoxymethylene- α -cyanoacetic acid ethyl ester), CC[O-].[Na+] (sodium ethylate). Run in C(C)O (ethanol). Yields the product ClC1=NC(=NC=C1C#N)C1=CC=C(C=C1)OCCC (4-chloro-5-cyano-2-(4-n-propoxyphenyl)-pyrimidine). As a reaction SMILES: Cl.C(OC1C=CC(C(N)=N)=CC=1)CC.C(OC(=O)C(=COCC)C#N)C.CC[O-].[Na+].[OH-].[Na+].[C:33]([C:35]1[C:36](O)=[N:37][C:38]([C:41]2[CH:46]=[CH:45][C:44]([O:47][CH2:48][CH2:49][CH3:50])=[CH:43][CH:42]=2)=[N:39][CH:40]=1)#[N:34].P(Cl)(Cl)([Cl:54])=O>C(O)C>[Cl:54][C:36]1[C:35]([C:33]#[N:34])=[CH:40][N:39]=[C:38]([C:41]2[CH:46]=[CH:45][C:44]([O:47][CH2:48][CH2:49][CH3:50])=[CH:43][CH:42]=2)[N:37]=1 |f:0.1,3.4,5.6|. Procedure details: The starting material can be obtained according to the procedure of A. R. Todd and F. Bergel, J. Chem. Soc. 1937, 365 by reaction of p-n-propoxybenzamidine hydrochloride with α-ethoxymethylene- α -cyanoacetic acid ethyl ester and sodium ethylate in ethanol and then with sodium hydroxide solution. The resulting 5-cyano-4-hydroxy-2-(4-n-propoxyphenyl)-pyrimidine (melting point 255.3°-256.5° C) is treated with phosphorus oxychloride to give 4-chloro-5-cyano-2-(4-n-propoxyphenyl)-pyrimidine having a... The reactants are ClC1=C(C=C(C(=O)O)C=C1)N1N=NC(=C1)C=1C=NC=CC1 (4-chloro-3-(4-pyridin-3-yl-[1,2,3]triazol-1-yl)-benzoic acid), NC=1C(=C(C=C(C1)C(C)(C)C)NS(=O)(=O)C)OC (N-(3-amino-5-tert-butyl-2-methoxy-phenyl)-methane-sulfonamide). Product: C(C)(C)(C)C=1C=C(C(=C(C1)NC(C1=CC(=C(C=C1)Cl)N1N=NC(=C1)C=1C=NC=CC1)=O)OC)NS(=O)(=O)C (N-(5-tert-Butyl-3-methanesulfonylamino-2-methoxy-phenyl)-4-chloro-3-(4-pyridin-3-yl-[1,2,3]triazol-1-yl)-benzamide). RXN SMILES: [Cl:1][C:2]1[CH:10]=[CH:9][C:5]([C:6]([OH:8])=O)=[CH:4][C:3]=1[N:11]1[CH:15]=[C:14]([C:16]2[CH:17]=[N:18][CH:19]=[CH:20][CH:21]=2)[N:13]=[N:12]1.[NH2:22][C:23]1[C:24]([O:38][CH3:39])=[C:25]([NH:33][S:34]([CH3:37])(=[O:36])=[O:35])[CH:26]=[C:27]([C:29]([CH3:32])([CH3:31])[CH3:30])[CH:28]=1>>[C:29]([C:27]1[CH:26]=[C:25]([NH:33][S:34]([CH3:37])(=[O:36])=[O:35])[C:24]([O:38][CH3:39])=[C:23]([NH:22][C:6](=[O:8])[C:5]2[CH:9]=[CH:10][C:2]([Cl:1])=[C:3]([N:11]3[CH:15]=[C:14]([C:16]4[CH:17]=[N:18][CH:19]=[CH:20][CH:21]=4)[N:13]=[N:12]3)[CH:4]=2)[CH:28]=1)([CH3:32])([CH3:30])[CH3:31]. Reported procedure: Example 11 was prepared by coupling 4-chloro-3-(4-pyridin-3-yl-[1,2,3]triazol-1-yl)-benzoic acid with N-(3-amino-5-tert-butyl-2-methoxy-phenyl)-methane-sulfonamide in the same manner as Example 1. ESI MS m/z 555 [C26H27ClN6O4S+H]+. Starting materials: ( 24 ), [N+](=O)(O)[O-] (nitric acid), O (water), C(C1=CC=CC=C1)SC1=NN2C(=NC(=CC2=O)O)S1 (2-benzylthio-7-hydroxy-5H-1,3,4-thiadiazolo[3,2-a]pyrimidin-5-one), [N+](=O)(O)[O-] (nitric acid). Solvent: C(C)(=O)O (acetic acid). Reaction conditions: temperature 40 celsius, time 5 hour. Product: C(C1=CC=CC=C1)SC1=NN2C(=NC(=C(C2=O)[N+](=O)[O-])O)S1 (2-benzylthio-7-hydroxy-6-nitro-5H-1,3,4-thiadiazolo[3,2-a]pyrimidin-5-one). Isolated yield 87.0%. RXN SMILES: [CH2:1]([S:8][C:9]1[S:19][C:12]2=[N:13][C:14]([OH:18])=[CH:15][C:16](=[O:17])[N:11]2[N:10]=1)[C:2]1[CH:7]=[CH:6][CH:5]=[CH:4][CH:3]=1.[N+:20]([O-])([OH:22])=[O:21].O>C(O)(=O)C>[CH2:1]([S:8][C:9]1[S:19][C:12]2=[N:13][C:14]([OH:18])=[C:15]([N+:20]([O-:22])=[O:21])[C:16](=[O:17])[N:11]2[N:10]=1)[C:2]1[CH:3]=[CH:4][CH:5]=[CH:6][CH:7]=1. Procedure details: Twenty-four (24) grams of 2-benzylthio-7-hydroxy-5H-1,3,4-thiadiazolo[3,2-a]pyrimidin-5-one was suspended in 250 ml of acetic acid and warmed to 40° C. To this suspension, 7.9 g of fuming nitric acid was added dropwise. After the addition of the nitric acid was finished, the reaction mixture was stirred at 40° C. for 5 hours. After the reaction was finished, the reaction mixture was cooled, and water was added thereto. The deposited crystals were collected by filtration, washed with water and dr... Starting materials: Cc1c(O)cccc1O, O=C(O)Cc1ccc(O)cc1. Yields the product Cc1c(O)ccc(C(=O)Cc2ccc(O)cc2)c1O. Reaction SMILES: [CH3:1][c:2]1[c:3]([OH:4])[cH:5][cH:6][cH:7][c:8]1[OH:9].[OH:10][C:11](=[O:12])[CH2:13][c:14]1[cH:15][cH:16][c:17]([OH:18])[cH:19][cH:20]1>>[CH3:1][c:2]1[c:3]([OH:4])[c:5]([C:11](=[O:10])[CH2:13][c:14]2[cH:15][cH:16][c:17]([OH:18])[cH:19][cH:20]2)[cH:6][cH:7][c:8]1[OH:9]. Yields the product CN1CCN(C(=O)Nc2nc3ccccc3s2)c2cc(-c3ccc(OCCCOc4ccccc4)c(C(=O)O)n3)ccc21. Reaction SMILES: [CH3:48][OH:49].[ClH:47].[Li+:2].[OH-:1].[OH2:50].[s:3]1[c:4]([NH:12][C:13](=[O:14])[N:15]2[CH2:16][CH2:17][N:18]([CH3:46])[c:19]3[cH:20][cH:21][c:22](-[c:25]4[cH:26][cH:27][c:28]([O:35][CH2:36][CH2:37][CH2:38][O:39][c:40]5[cH:41][cH:42][cH:43][cH:44][cH:45]5)[c:29]([C:31](=[O:32])[O:33][CH3:34])[n:30]4)[cH:23][c:24]32)[n:5][c:6]2[c:7]1[cH:8][cH:9][cH:10][cH:11]2>>[s:3]1[c:4]([NH:12][C:13](=[O:14])[N:15]2[CH2:16][CH2:17][N:18]([CH3:46])[c:19]3[cH:20][cH:21][c:22](-[c:25]4[cH:26][cH:27][c:28]([O:35][CH2:36][CH2:37][CH2:38][O:39][c:40]5[cH:41][cH:42][cH:43][cH:44][cH:45]5)[c:29]([C:31](=[O:32])[OH:33])[n:30]4)[cH:23][c:24]32)[n:5][c:6]2[c:7]1[cH:8][cH:9][cH:10][cH:11]2. Starting materials: CO, Cl, [Li+], [OH-], O, COC(=O)c1nc(-c2ccc3c(c2)N(C(=O)Nc2nc4ccccc4s2)CCN3C)ccc1OCCCOc1ccccc1. Starting materials: C(C)OC(C(C(=O)OCC)NC(C1=C(C=CC(=C1)F)Cl)=O)=O (2-(2-chloro-5-fluoro-benzoylamino)malonic acid diethyl ester), C[O-].[Na+] (sodium methoxide), Cl.C(C)(=N)N (acetamidine hydrochloride), C[O-].[Na+] (sodium methoxide). Run in C(C)O (ethanol), C(C)O (ethanol). Run at temperature 60 celsius, time 2 hour. Product: ClC1=C(C(=O)NC=2C(=NC(=NC2O)C)O)C=C(C=C1)F (2-Chloro-5-fluoro-N-(4,6-dihydroxy-2-methyl-pyrimidin-5-yl)-benzamide). Yield: 101.2%. Reaction SMILES: C[O-].[Na+].Cl.[C:5]([NH2:8])(=[NH:7])[CH3:6].C([O:11][C:12](=O)[CH:13]([NH:19][C:20](=[O:29])[C:21]1[CH:26]=[C:25]([F:27])[CH:24]=[CH:23][C:22]=1[Cl:28])[C:14](OCC)=[O:15])C>C(O)C>[Cl:28][C:22]1[CH:23]=[CH:24][C:25]([F:27])=[CH:26][C:21]=1[C:20]([NH:19][C:13]1[C:12]([OH:11])=[N:7][C:5]([CH3:6])=[N:8][C:14]=1[OH:15])=[O:29] |f:0.1,2.3|. Reported procedure: 1.5 equivalents of sodium methoxide (30% in methanol) were added to a suspension of 13.4 g of acetamidine hydrochloride in 150 ml of ethanol. The precipitate was filtered off and washed with 100 ml of ethanol. Additional 1.5 equivalents of sodium methoxide (30% in methanol) were added to the filtrate. Then a solution of 39.3 g of 2-(2-chloro-5-fluoro-benzoylamino)malonic acid diethyl ester in 100 ml of ethanol was added dropwise. The reaction mixture was stirred at 60° C. for 2 h. After cooling ... The reactants are C1(=CC=CC=C1)C(C(=O)O)C (2-phenylpropionic acid), N[C@@H](C)C(=O)N1C2=C(C3=C(C(C1=O)C)C=CC=C3)C(=CC=C2)N (5-(L-alaninyl)-amino-7-methyl-5,7-dihydro-6H-dibenz[b,d]azepin-6-one). Product: C1(=CC=CC=C1)C(C(=O)N[C@@H](C)C(=O)N1C2=C(C3=C(C(C1=O)C)C=CC=C3)C(=CC=C2)N)C (5-{N′-(2-Phenylpropionyl)-L-alaninyl}-amino-7-methyl-5,7-dihydro-6H-dibenz[b,d]azepin-6-one). As a reaction SMILES: [C:1]1([CH:7]([CH3:11])[C:8](O)=[O:9])[CH:6]=[CH:5][CH:4]=[CH:3][CH:2]=1.[NH2:12][C@H:13]([C:15]([N:17]1[C:23](=[O:24])[CH:22]([CH3:25])[C:21]2[CH:26]=[CH:27][CH:28]=[CH:29][C:20]=2[C:19]2[C:30]([NH2:34])=[CH:31][CH:32]=[CH:33][C:18]1=2)=[O:16])[CH3:14]>>[C:1]1([CH:7]([CH3:11])[C:8]([NH:12][C@H:13]([C:15]([N:17]2[C:23](=[O:24])[CH:22]([CH3:25])[C:21]3[CH:26]=[CH:27][CH:28]=[CH:29][C:20]=3[C:19]3[C:30]([NH2:34])=[CH:31][CH:32]=[CH:33][C:18]2=3)=[O:16])[CH3:14])=[O:9])[CH:6]=[CH:5][CH:4]=[CH:3][CH:2]=1. Procedure details: Following General Procedure C-P above using 2-phenylpropionic acid and 5-(L-alaninyl)-amino-7-methyl-5,7-dihydro-6H-dibenz[b,d]azepin-6-one, as described in Example 7-B, the title compound was prepared. The molecular weight as determined by mass spectrometry (FD) was: 442 (M+H).